Dataset: the Open Reaction Database (ORD), a public repository of structured organic reaction records. Task: describe an organic reaction: reactants, conditions, products, and yield The product is COC=1C=C2C([C@H]3[C@@H](CC2=CC1)N3)(C)C ((1aS,7aR)-4-Methoxy-2,2-dimethyl-1a,2,7,7a-tetrahydro-1H-1-aza-cyclopropa[b]-naphthalene). The solvent is C1CCOC1 (THF), CCOC(=O)C (EtOAc), [Cl-].[Na+].O (brine), CCOC(=O)C (EtOAc), C1CCOC1 (THF). RXN SMILES: [CH3:1][O:2][C:3]1[CH:12]=[C:11]2[C:6]([CH2:7][CH2:8][C:9](=[N:15]O)[C:10]2([CH3:14])[CH3:13])=[CH:5][CH:4]=1.C(NCC)C.[H-].[Al+3].[Li+].[H-].[H-].[H-].[H][H].C(=O)([O-])[O-].[Na+].[Na+]>C1COCC1.[Cl-].[Na+].O.CCOC(C)=O>[CH3:1][O:2][C:3]1[CH:12]=[C:11]2[C:6](=[CH:5][CH:4]=1)[CH2:7][C@H:8]1[NH:15][C@H:9]1[C:10]2([CH3:14])[CH3:13] |f:2.3.4.5.6.7,9.10.11,13.14.15|. The yield is 71.0%. Reaction conditions: temperature 0 celsius. Reactants: COC1=CC=C2CCC(C(C2=C1)(C)C)=NO (7-methoxy-1,1-dimethyl-3,4-dihydro-1H-napthalen-2-one oxime), C(C)NCC (diethylamine), crude product, [H][H] (hydrogen), C([O-])([O-])=O.[Na+].[Na+] (Sodium carbonate), solution, [H-].[Al+3].[Li+].[H-].[H-].[H-] (lithium aluminum hydride). Procedure: To a solution of 7-methoxy-1,1-dimethyl-3,4-dihydro-1H-napthalen-2-one oxime (15.3 g, 70 mmol) in THF (240 mL) was added diethylamine (18 mL). The reaction mixture was cooled to 0° C. and a 2.0 M solution of lithium aluminum hydride in THF (100 mL, 200 mmol) was added slowly over 20 min to control the rate of hydrogen evolution. The reaction mixture was heated to 70° C. for 1 h, cooled to 0° C. and Na2SO410H2O (20 g), brine (60 mL), and EtOAc (300 mL) were added. The solid were washed with EtOAc...